Dataset: the Open Reaction Database (ORD), a public repository of structured organic reaction records. Task: describe an organic reaction: reactants, conditions, products, and yield Starting materials: NC1=C2N=C(N(C2=NC(=N1)S)CC1=CC=CC=C1)O (6-amino-9-benzyl-8-hydroxy-2-mercaptopurine), C([O-])([O-])=O.[K+].[K+] (potassium carbonate), ClC1=CC=C(CCl)C=C1 (4-chlorobenzyl chloride). Solvent: CN(C=O)C (dimethylformamide). Reaction conditions: time 8 hour. Product: NC1=C2N=C(N(C2=NC(=N1)SCC1=CC=C(C=C1)Cl)CC1=CC=CC=C1)O (6-Amino-9-benzyl-2-[(4-chlorobenzyl)thio]-8-hydroxypurine). Yield: 38.0%. RXN SMILES: [NH2:1][C:2]1[N:10]=[C:9]([SH:11])[N:8]=[C:7]2[C:3]=1[N:4]=[C:5]([OH:19])[N:6]2[CH2:12][C:13]1[CH:18]=[CH:17][CH:16]=[CH:15][CH:14]=1.C(=O)([O-])[O-].[K+].[K+].[Cl:26][C:27]1[CH:34]=[CH:33][C:30]([CH2:31]Cl)=[CH:29][CH:28]=1>CN(C)C=O>[NH2:1][C:2]1[N:10]=[C:9]([S:11][CH2:31][C:30]2[CH:33]=[CH:34][C:27]([Cl:26])=[CH:28][CH:29]=2)[N:8]=[C:7]2[C:3]=1[N:4]=[C:5]([OH:19])[N:6]2[CH2:12][C:13]1[CH:18]=[CH:17][CH:16]=[CH:15][CH:14]=1 |f:1.2.3|. Procedure details: Crude 6-amino-9-benzyl-8-hydroxy-2-mercaptopurine (134 _mg, 0.49 mmol) was suspended in dimethylformamide (65 ml). To the suspension were added potassium carbonate (100 mg, 0.72 mmol) and 4-chlorobenzyl chloride (130 mg, 0.81 mmol) in order. The mixture was stirred at room temperature for 8 hours. The solvent was removed in vacuo, and the residue was purified by silica gel chromatography (5% methanol/chloroform) to give the subject compound (74 mg, yield 38%).